This data is from the Open Reaction Database (ORD), a public repository of structured organic reaction records. The task is: describe an organic reaction: reactants, conditions, products, and yield Starting materials: CCCC[N+](CCCC)(CCCC)CCCC, C1CCOC1, COC(=O)c1ccc(CCCN2C(=O)CCC2CCC(Cc2ccccc2)O[Si](C)(C)C(C)(C)C)cc1, [F-]. The product is COC(=O)c1ccc(CCCN2C(=O)CCC2CCC(O)Cc2ccccc2)cc1. As a reaction SMILES: [CH2:39]([N+:40]([CH2:41][CH2:42][CH2:43][CH3:44])([CH2:45][CH2:46][CH2:47][CH3:48])[CH2:49][CH2:50][CH2:51][CH3:52])[CH2:53][CH2:54][CH3:55].[CH2:56]1[O:57][CH2:58][CH2:59][CH2:60]1.[CH3:1][O:2][C:3]([c:4]1[cH:5][cH:6][c:7]([CH2:10][CH2:11][CH2:12][N:13]2[CH:14]([CH2:19][CH2:20][CH:21]([CH2:22][c:23]3[cH:24][cH:25][cH:26][cH:27][cH:28]3)[O:29][Si:30]([C:31]([CH3:32])([CH3:33])[CH3:34])([CH3:35])[CH3:36])[CH2:15][CH2:16][C:17]2=[O:18])[cH:8][cH:9]1)=[O:37].[F-:38]>>[CH3:1][O:2][C:3]([c:4]1[cH:5][cH:6][c:7]([CH2:10][CH2:11][CH2:12][N:13]2[CH:14]([CH2:19][CH2:20][CH:21]([CH2:22][c:23]3[cH:24][cH:25][cH:26][cH:27][cH:28]3)[OH:29])[CH2:15][CH2:16][C:17]2=[O:18])[cH:8][cH:9]1)=[O:37]. Starting materials: C(C1=CC=CC=C1)OC1=CC=C2C(=C(C=NC2=C1)[N+](=O)[O-])NCC(C)(C)NC(=O)NC(C)C (N-(2-{[7-(benzyloxy)-3-nitroquinolin-4-yl]amino}-1,1-dimethylethyl)-N′-isopropylurea). The reagents and catalysts are [Pt] (platinum on carbon). Run in C(C)#N (acetonitrile). The product is NC=1C=NC2=CC(=CC=C2C1NCC(C)(C)NC(=O)NC(C)C)OCC1=CC=CC=C1 (N-(2-{[3-amino-7-(benzyloxy)quinolin-4-yl]amino}-1,1-dimethylethyl)-N′-isopropylurea). Isolated yield 92.7%. RXN SMILES: [CH2:1]([O:8][C:9]1[CH:18]=[C:17]2[C:12]([C:13]([NH:22][CH2:23][C:24]([NH:27][C:28]([NH:30][CH:31]([CH3:33])[CH3:32])=[O:29])([CH3:26])[CH3:25])=[C:14]([N+:19]([O-])=O)[CH:15]=[N:16]2)=[CH:11][CH:10]=1)[C:2]1[CH:7]=[CH:6][CH:5]=[CH:4][CH:3]=1>[Pt].C(#N)C>[NH2:19][C:14]1[CH:15]=[N:16][C:17]2[C:12]([C:13]=1[NH:22][CH2:23][C:24]([NH:27][C:28]([NH:30][CH:31]([CH3:33])[CH3:32])=[O:29])([CH3:26])[CH3:25])=[CH:11][CH:10]=[C:9]([O:8][CH2:1][C:2]1[CH:3]=[CH:4][CH:5]=[CH:6][CH:7]=1)[CH:18]=2. Procedure details: A mixture of N-(2-{[7-(benzyloxy)-3-nitroquinolin-4-yl]amino}-1,1-dimethylethyl)-N′-isopropylurea (4.24 g, 9.39 mmol) and 5% platinum on carbon (1.0 g) in acetonitrile (700 mL) was hydrogenated at 30 psi (2.1×105 Pa) overnight on a Parr apparatus. The mixture was filtered through CELITE filter agent, which was subsequently rinsed with acetonitrile and dichloromethane. The filtrate was concentrated under reduced pressure to yield 3.67 g of N-(2-{[3-amino-7-(benzyloxy)quinolin-4-yl]amino}-1,1-dime... Reactants: C(C1=CC=CC=C1)OC=1C=C(C=CC1OCC1=CC=CC=C1)[C@@H]1[C@H](N=C(O1)C1=CC=CC=C1)C(=O)OC (Methyl (4S,5R)-5-(3,4-dibenzyloxyphenyl)-2-phenyl-2-oxazoline-4-carboxylate), Cl (hydrochloric acid). Yields the product C1=CC(=C(C=C1[C@H]([C@@H](C(=O)O)N)O)O)O (L-threo DOPS). Isolated yield 72.0%. Reaction SMILES: C([O:8][C:9]1[CH:10]=[C:11]([C@H:23]2[O:27]C(C3C=CC=CC=3)=[N:25][C@@H:24]2[C:34]([O:36]C)=[O:35])[CH:12]=[CH:13][C:14]=1[O:15]CC1C=CC=CC=1)C1C=CC=CC=1.Cl>>[CH:12]1[C:11]([C@@H:23]([OH:27])[C@H:24]([NH2:25])[C:34]([OH:36])=[O:35])=[CH:10][C:9]([OH:8])=[C:14]([OH:15])[CH:13]=1. Procedure: Methyl (4S,5R)-5-(3,4-dibenzyloxyphenyl)-2-phenyl-2-oxazoline-4-carboxylate (157 mg, 0.50 mmol), was added to 1N-hydrochloric acid (5 ml) with stirring, and the mixture was refluxed for 17 hours. After cooling to room temperature, the reaction mixture was washed with ether and neutralized with 1N sodium hydroxide to obtain precipitated crystals. The precipitated crystal then was filtered to obtain 76 mg (0.36 mmol, yield: 71%) of L-threo DOPS. Reactants: Cl.C(C)OC([C@@H](N)CC1=CNC2=CC=C(C=C12)O)=O (5-Hydroxytryptophan ethyl ester hydrochloride), C(C)N (ethylamine). Solvent: aqueous solution. Run at temperature 60 celsius. Product: C(C)NC([C@@H](N)CC1=CNC2=CC=C(C=C12)O)=O (5-Hydroxytryptophan ethylamide). As a reaction SMILES: Cl.C(O[C:5](=[O:19])[C@H:6]([CH2:8][C:9]1[C:17]2[C:12](=[CH:13][CH:14]=[C:15]([OH:18])[CH:16]=2)[NH:11][CH:10]=1)[NH2:7])C.[CH2:20]([NH2:22])[CH3:21]>>[CH2:20]([NH:22][C:5](=[O:19])[C@H:6]([CH2:8][C:9]1[C:17]2[C:12](=[CH:13][CH:14]=[C:15]([OH:18])[CH:16]=2)[NH:11][CH:10]=1)[NH2:7])[CH3:21] |f:0.1|. Reported procedure: 5-Hydroxytryptophan ethyl ester hydrochloride (69 mg, obtained from Sigma Chemical Co.) was dissolved in 0.5 ml of a 70% aqueous solution of ethylamine (obtained from Aldrich Chemical Co., Inc.) and heated on a steam bath at 60° C. under argon for twelve hours. The solvent was evaporated under a stream of argon. The resulting oil was dissolved in methanol/ether and acidified with gaseous HCl. Insolubles were allowed to precipitate and the solvent decanted. The hydrochloride salt of the product (... Starting materials: C1CCC2=NCCCN2CC1 (DBU), C(C1=CC=CC=C1)Br (benzyl bromide), O (water), S(C#N)\C=C/C(=O)O (Cis-3-thiocyanoacrylic acid). The solvent is C(C)#N (acetonitrile), C(C)#N (acetonitrile), C(C)#N (acetonitrile). Reaction conditions: time 5 hour. Product: S(C#N)\C=C/C(=O)OCC1=CC=CC=C1 (Benzyl cis-3-Thiocyanoacrylate). Reaction SMILES: [S:1](/[CH:4]=[CH:5]\[C:6]([OH:8])=[O:7])[C:2]#[N:3].C1CCN2C(=NCCC2)CC1.[CH2:20](Br)[C:21]1[CH:26]=[CH:25][CH:24]=[CH:23][CH:22]=1.O>C(#N)C>[S:1](/[CH:4]=[CH:5]\[C:6]([O:8][CH2:20][C:21]1[CH:26]=[CH:25][CH:24]=[CH:23][CH:22]=1)=[O:7])[C:2]#[N:3]. Procedure: To a stirred suspension of compound 2 (3.0 g., 0.023 mole) in dry acetonitrile (40 ml), a solution of DBU (3.54 g., 0.023 mole) in 10 ml of dry acetonitrile was added dropwise, keeping the temperature of the mixture below 25° C. To the resulting solution was added dropwise a solution of benzyl bromide (4.0 g., 0.023 mole) in 15 ml of dry acetonitrile at room temperature. After stirring for 5 hours, the mixture was poured into water, and extracted with ether. The ether extract was washed with wat... The reactants are Cc1ccccc1, COc1ccc2c(c1)CC(=O)N2, [H-], [Na+]. Yields the product COc1ccc2c(c1)CC(=O)N2C. Reaction SMILES: [CH3:15][c:16]1[cH:17][cH:18][cH:19][cH:20][cH:21]1.[CH3:3][O:4][c:5]1[cH:6][c:7]2[c:11]([cH:12][cH:13]1)[NH:10][C:9](=[O:14])[CH2:8]2.[H-:2].[Na+:1]>>[CH3:3][O:4][c:5]1[cH:6][c:7]2[c:11]([cH:12][cH:13]1)[N:10]([CH3:15])[C:9](=[O:14])[CH2:8]2.